From a dataset of the Open Reaction Database (ORD), a public repository of structured organic reaction records. describe an organic reaction: reactants, conditions, products, and yield The reactants are CN1CCN(CCC1)C1=CC=C(C=C1)N1C=NC2=C(C1=O)SC(=C2)C=O (3-[4-(4-Methylperhydro-1,4-diazepin-1-yl)phenyl]-4-oxo-3,4-dihydrothieno[3,2-d]pyrimidine-6-carbaldehyde), N1CCCC1 (pyrrolidine). Product: CN1CCN(CCC1)C1=CC=C(C=C1)N1C=NC2=C(C1=O)SC(=C2)CN2CCCC2 (3-[4-(4-Methylperhydro-1,4-diazepin-1-yl)phenyl]-6-pyrrolidin-1-ylmethyl-3H-thieno[3,2-d]pyrimidin-4-one). As a reaction SMILES: [CH3:1][N:2]1[CH2:8][CH2:7][CH2:6][N:5]([C:9]2[CH:14]=[CH:13][C:12]([N:15]3[C:20](=[O:21])[C:19]4[S:22][C:23]([CH:25]=O)=[CH:24][C:18]=4[N:17]=[CH:16]3)=[CH:11][CH:10]=2)[CH2:4][CH2:3]1.[NH:27]1[CH2:31][CH2:30][CH2:29][CH2:28]1>>[CH3:1][N:2]1[CH2:8][CH2:7][CH2:6][N:5]([C:9]2[CH:14]=[CH:13][C:12]([N:15]3[C:20](=[O:21])[C:19]4[S:22][C:23]([CH2:25][N:27]5[CH2:31][CH2:30][CH2:29][CH2:28]5)=[CH:24][C:18]=4[N:17]=[CH:16]3)=[CH:11][CH:10]=2)[CH2:4][CH2:3]1. Reported procedure: 3-[4-(4-Methylperhydro-1,4-diazepin-1-yl)phenyl]-4-oxo-3,4-dihydrothieno[3,2-d]pyrimidine-6-carbaldehyde was reacted with pyrrolidine by method BA. The product with the molecular weight of 423.58 (C23H29N5OS) was obtained in this way; MS (ESI): 424 (M+H+).